This data is from the Open Reaction Database (ORD), a public repository of structured organic reaction records. The task is: describe an organic reaction: reactants, conditions, products, and yield Reactants: C(C1=CC=CC=C1)(=O)NC=1C=C(C=CC1Cl)NC(C1=CN=C(C=C1)Cl)=O (N-(3-benzamido-4-chlorophenyl)-6-chloronicotinamide), N1CCC(CC1)O (piperidin-4-ol). The product is C(C1=CC=CC=C1)(=O)NC=1C=C(C=CC1Cl)NC(C1=CN=C(C=C1)N1CCC(CC1)O)=O (N-(3-benzamido-4-chlorophenyl)-6-(4-hydroxypiperidin-1-yl)nicotinamide). As a reaction SMILES: [C:1]([NH:9][C:10]1[CH:11]=[C:12]([NH:17][C:18](=[O:26])[C:19]2[CH:24]=[CH:23][C:22](Cl)=[N:21][CH:20]=2)[CH:13]=[CH:14][C:15]=1[Cl:16])(=[O:8])[C:2]1[CH:7]=[CH:6][CH:5]=[CH:4][CH:3]=1.[NH:27]1[CH2:32][CH2:31][CH:30]([OH:33])[CH2:29][CH2:28]1>>[C:1]([NH:9][C:10]1[CH:11]=[C:12]([NH:17][C:18](=[O:26])[C:19]2[CH:24]=[CH:23][C:22]([N:27]3[CH2:32][CH2:31][CH:30]([OH:33])[CH2:29][CH2:28]3)=[N:21][CH:20]=2)[CH:13]=[CH:14][C:15]=1[Cl:16])(=[O:8])[C:2]1[CH:7]=[CH:6][CH:5]=[CH:4][CH:3]=1. Procedure details: N-(3-benzamido-4-chlorophenyl)-6-chloronicotinamide (0.15 mmol) was used in general procedure 3 with piperidin-4-ol (0.77 mmol). The product was purified by RP-HPLC to give N-(3-benzamido-4-chlorophenyl)-6-(4-hydroxypiperidin-1-yl)nicotinamide. MS (Q1) 451.2 (M)+ Reactants: ClCCCl (1,2-dichloroethane), FC(C(=O)O)(F)F (trifluoroacetic acid), trifluoromethanebulfonic acid, COC1=CC=C(CS[C@H]2C[C@H](N(C2)C)C(=O)N2CC(C2)NC(=O)OCC2=CC=C(C=C2)[N+](=O)[O-])C=C1 ((2S,4S)-4-(4-methoxybenzylthio)-1-methyl-2-[3-(4-nitrobenzyloxycarbonylamino)azetidin-1-ylcarbonyl]pyrrolidine). Solvent: C1(=CC=CC=C1)OC (anisole). Conditions: time 90 minute. Yields the product S[C@H]1C[C@H](N(C1)C)C(=O)N1CC(C1)NC(=O)OCC1=CC=C(C=C1)[N+](=O)[O-] ((2S,4S)-4-Mercapto-1-methyl-2-[3-(4-nitrobenzyloxycarbonylamino)azetidin-1-ylcarbonyl]pyrrolidine). Isolated yield 75.1%. Reaction SMILES: COC1C=CC(C[S:8][C@@H:9]2[CH2:13][N:12]([CH3:14])[C@H:11]([C:15]([N:17]3[CH2:20][CH:19]([NH:21][C:22]([O:24][CH2:25][C:26]4[CH:31]=[CH:30][C:29]([N+:32]([O-:34])=[O:33])=[CH:28][CH:27]=4)=[O:23])[CH2:18]3)=[O:16])[CH2:10]2)=CC=1.FC(F)(F)C(O)=O.ClCCCl>C1(OC)C=CC=CC=1>[SH:8][C@@H:9]1[CH2:13][N:12]([CH3:14])[C@H:11]([C:15]([N:17]2[CH2:18][CH:19]([NH:21][C:22]([O:24][CH2:25][C:26]3[CH:31]=[CH:30][C:29]([N+:32]([O-:34])=[O:33])=[CH:28][CH:27]=3)=[O:23])[CH2:20]2)=[O:16])[CH2:10]1. Procedure details: 0.73 g of (2S,4S)-4-(4-methoxybenzylthio)-1-methyl-2-[3-(4-nitrobenzyloxycarbonylamino)azetidin-1-ylcarbonyl]pyrrolidine [prepared as described in step (b) above] was dissolved in 1.53 ml of anisole, and 7.25 ml of trifluoroacetic acid and 0.25 ml of trifluoromethanebulfonic acid were added dropwise, whilst ice-cooling, to the resulting solution. The mixture was then stirred at room temperature for 90 minutes, after which 1,2-dichloroethane was added to the reaction mixture and the solvent was r... As a reaction SMILES: C([O:3][C:4]([C:6]1[N:7]([CH2:21][C:22]2[CH:27]=[CH:26][C:25]([NH2:28])=[CH:24][CH:23]=2)[C:8]2[C:13]([C:14]=1[C:15]1[CH:20]=[CH:19][CH:18]=[CH:17][CH:16]=1)=[CH:12][CH:11]=[CH:10][CH:9]=2)=[O:5])C.[CH2:29]([CH2:33][C:34](=O)[CH3:35])[C:30]([CH3:32])=O.O.[OH-].[Li+]>C1(C)C=CC=CC=1>[CH3:35][C:34]1[N:28]([C:25]2[CH:24]=[CH:23][C:22]([CH2:21][N:7]3[C:20]4[C:15](=[CH:16][CH:17]=[CH:18][CH:19]=4)[C:14]([C:13]4[CH:12]=[CH:11][CH:10]=[CH:9][CH:8]=4)=[C:6]3[C:4]([OH:3])=[O:5])=[CH:27][CH:26]=2)[C:30]([CH3:32])=[CH:29][CH:33]=1 |f:2.3.4|. Starting materials: C(C)OC(=O)C=1N(C2=CC=CC=C2C1C1=CC=CC=C1)CC1=CC=C(C=C1)N (1-(4-amino-benzyl)-3-phenyl-1H-indolecarboxylic acid ethyl ester), C(C(=O)C)CC(C)=O (acetonylacetone), O.[OH-].[Li+] (Lithium hydroxide monohydrate). The yield is 11.9%. Yields the product CC=1N(C(=CC1)C)C1=CC=C(CN2C(=C(C3=CC=CC=C23)C2=CC=CC=C2)C(=O)O)C=C1 (1-[4-(2,5-dimethyl-1H-pyrrol-1-yl)benzyl]-3-phenyl-1H-indole-2-carboxylic acid). Conditions: time 8 hour. The solvent is C1(=CC=CC=C1)C (toluene). Procedure details: A mixture of 1-(4-amino-benzyl)-3-phenyl-1H-indolecarboxylic acid ethyl ester (0.20 g, 0.54 mmol), acetonylacetone (0.16 mL, 1.35 mmol), and toluene (15 mL) was heated at reflux under nitrogen using a Dean-Stark trap for 6 h. The reaction was cooled and concentrated. The residue was re-dissolved in 10 mL of 2:1:1 THF/MeOH/water. Lithium hydroxide monohydrate (0.09 g, 2.1 mmol) was added and the mixture was stirred at room temperature overnight. Most of the organic solvents was removed and the re... Reactants: C(C)N1CC2=C(NC=3C=CC(=CC23)C)CC1 (2-ethyl-2,3,4,5-tetrahydro-8-methyl-1H-pyrido[4,3-b]indole), ClCC=1C=CC(=NC1)C (5-(chloromethyl)-2-methylpyridine), [H-].[Na+] (NaH). Run in CN(C)C=O (DMF). The product is C(C)N1CC2=C(N(C=3C=CC(=CC23)C)CC=2C=NC(=CC2)C)CC1 (2-ethyl-2,3,4,5-tetrahydro-8-methyl-5-((6-methylpyridin-3-yl)methyl)-1H-pyrido[4,3-b]indole). The yield is 15.7%. As a reaction SMILES: [CH2:1]([N:3]1[CH2:16][CH2:15][C:6]2[NH:7][C:8]3[CH:9]=[CH:10][C:11]([CH3:14])=[CH:12][C:13]=3[C:5]=2[CH2:4]1)[CH3:2].Cl[CH2:18][C:19]1[CH:20]=[CH:21][C:22]([CH3:25])=[N:23][CH:24]=1.[H-].[Na+]>CN(C=O)C>[CH2:1]([N:3]1[CH2:16][CH2:15][C:6]2[N:7]([CH2:18][C:19]3[CH:24]=[N:23][C:22]([CH3:25])=[CH:21][CH:20]=3)[C:8]3[CH:9]=[CH:10][C:11]([CH3:14])=[CH:12][C:13]=3[C:5]=2[CH2:4]1)[CH3:2] |f:2.3|. Procedure details: Preparation of the title compound was carried out according to General Method 4. 2-Ethyl-2,3,4,5-tetrahydro-8-methyl-1H-pyrido[4,3-b]indole (See Example 6) (214 mg, 1 mmol), 5-(chloromethyl)-2-methylpyridine (324 mg, 2.3 mmol) and NaH (120 mg, 3 mmol) were heated in DMF (4 ml) at 120° C. for 16 h to obtain 50 mg of 2-ethyl-2,3,4,5-tetrahydro-8-methyl-5-((6-methylpyridin-3-yl)methyl)-1H-pyrido[4,3-b]indole after purification by silica gel chromatography (100-200 mesh or 230-400 mesh) using methan...